From a dataset of the Open Reaction Database (ORD), a public repository of structured organic reaction records. describe an organic reaction: reactants, conditions, products, and yield Reactants: [OH-].[Na+] (sodium hydroxide), OO (hydrogen peroxide), 9-borabicyclo-3.3.1-nonane, C(C)OC1=CC(=CC=2COC(C3=C(OC21)C=CC(=C3OC)C(CC(C)C)=C)=O)C (11-Ethoxy-4-methoxy-9-methyl-3-(3-methyl-1-methylenebutyl)-7H-dibenzo[b,g][1,5]dioxocin-5-one). Reagents/catalysts: C(C)O (ethanol). The solvent is CCCCCC (hexane), O1CCCC1 (tetrahydrofuran). Reaction conditions: time 14 hour. Yields the product C(C)OC1=CC(=CC=2COC(C3=C(OC21)C=CC(=C3OC)C(CC(C)C)CO)=O)C (11-Ethoxy-3-(1-hydroxymethyl-3-methylbutyl)-4--methoxy-9-methyl-7H-dibenzo[b,g][1,5]dioxocin-5-one). RXN SMILES: [CH2:1]([O:3][C:4]1[C:15]2[O:14][C:13]3[CH:16]=[CH:17][C:18]([C:22](=[CH2:27])[CH2:23][CH:24]([CH3:26])[CH3:25])=[C:19]([O:20][CH3:21])[C:12]=3[C:11](=[O:28])[O:10][CH2:9][C:8]=2[CH:7]=[C:6]([CH3:29])[CH:5]=1)[CH3:2].[OH-:30].[Na+].OO>CCCCCC.O1CCCC1.C(O)C>[CH2:1]([O:3][C:4]1[C:15]2[O:14][C:13]3[CH:16]=[CH:17][C:18]([CH:22]([CH2:27][OH:30])[CH2:23][CH:24]([CH3:25])[CH3:26])=[C:19]([O:20][CH3:21])[C:12]=3[C:11](=[O:28])[O:10][CH2:9][C:8]=2[CH:7]=[C:6]([CH3:29])[CH:5]=1)[CH3:2] |f:1.2|. Procedure: 2 ml (1 mmol) of a 0.5 M 9-borabicyclo-3.3.1-nonane solution in hexane are added dropwise under argon to a solution of 130 mg (0.33 mmol) of the compound from Example 148 in 4 ml of absolute tetrahydrofuran. After 14 h at room temperature, a few drops of ethanol, 2 ml of 2 N sodium hydroxide solution and 0.5 ml of 30% strength hydrogen peroxide solution are added. The mixture is stirred vigorously for 3 h and then concentrated carefully and the residue is taken up in dichloromethane. The solutio... Starting materials: I(=O)(=O)(=O)[O-].[Na+] (Sodium periodate), S1CCC(=CC1)C1=C(C=C(C=C1F)N1C(O[C@H](C1)CN1N=NC=C1)=O)F ((5R)-3-[4-(3,6-dihydro-2H-thiopyran-4-yl)-3,5-difluorophenyl]-5-(1,2,3-triazol-1-ylmethyl)oxazolidin-2-one). Solvent: O (water), CO (methanol), C(C)(=O)OCC (ethyl acetate). Run at time 3 hour. The product is FC=1C=C(C=C(C1C=1CCS(CC1)=O)F)N1C(O[C@H](C1)CN1N=NC=C1)=O ((5R)-3-[3,5-Difluoro-4-(1(R,S)-oxo-3,6-dihydro-2H-thiopyran-4-yl)-phenyl]-5-(1,2,3-triazol-1-ylmethyl)oxazolidin-2-one). Yield: 76.1%. RXN SMILES: [S:1]1[CH2:6][CH:5]=[C:4]([C:7]2[C:12]([F:13])=[CH:11][C:10]([N:14]3[CH2:18][C@H:17]([CH2:19][N:20]4[CH:24]=[CH:23][N:22]=[N:21]4)[O:16][C:15]3=[O:25])=[CH:9][C:8]=2[F:26])[CH2:3][CH2:2]1.I([O-])(=O)(=O)=[O:28].[Na+]>CO.C(OCC)(=O)C.O>[F:13][C:12]1[CH:11]=[C:10]([N:14]2[CH2:18][C@H:17]([CH2:19][N:20]3[CH:24]=[CH:23][N:22]=[N:21]3)[O:16][C:15]2=[O:25])[CH:9]=[C:8]([F:26])[C:7]=1[C:4]1[CH2:5][CH2:6][S:1](=[O:28])[CH2:2][CH:3]=1 |f:1.2|. Reported procedure: (5R)-3-[4-(3,6-dihydro-2H-thiopyran-4-yl)-3,5-difluorophenyl]-5-(1,2,3-triazol-1-ylmethyl)oxazolidin-2-one (Example 86; 0.86 g, 2.3 mmol) was stirred in a mixture of methanol and ethyl acetate (1:1, 20 ml) at ambient temperature. Sodium periodate (0.50 g, 2.4 mmol) in water (10 ml) was added dropwise, and the mixture stirred for 3 hours. Precipitated salts were removed by filtration and washed with ethyl acetate. The filtrate was washed with brine, dried over magnesium sulfate and concentrated t... Reactants: CCO, O=C(O)CCc1ccc(C(F)(F)F)cc1. Product: O=C(O)C=Cc1ccc(C(F)(F)F)cc1. Reaction SMILES: [CH2:16]([OH:17])[CH3:18].[F:1][C:2]([c:3]1[cH:4][cH:5][c:6]([CH2:9][CH2:10][C:11](=[O:12])[OH:13])[cH:7][cH:8]1)([F:14])[F:15]>>[F:1][C:2]([c:3]1[cH:4][cH:5][c:6]([CH:9]=[CH:10][C:11](=[O:12])[OH:13])[cH:7][cH:8]1)([F:14])[F:15]. Starting materials: S(O)(O)(=O)=O (Sulfuric acid), C(C)OC(CC1(C(CCC1)=O)C(=O)OCC)=O (ethyl 1-(2-ethoxy-2-oxoethyl)-2-oxocyclopentanecarboxylate), Cl.C1(CCCC1)C1=C(C=C(COC2=CC=C(C=C2)NN)C=C1)C(F)(F)F ((4-(4-Cyclopentyl-3-(trifluoromethyl)benzyloxy)phenyl)hydrazine hydrochloride). Run in CCO (EtOH). Conditions: time 35 minute. Product: C1(CCCC1)C1=C(C=C(COC2=CC=3C4=C(NC3C=C2)C(CC4)(C(=O)OCC)CC(=O)OCC)C=C1)C(F)(F)F (Ethyl 7-(4-Cyclopentyl-3-(trifluoromethyl)benzyloxy)-3-(2-ethoxy-2-oxoethyl)-1,2,3,4-tetrahydrocyclopenta[b]indole-3-carboxylate). The yield is 77.2%. RXN SMILES: S(=O)(=O)(O)O.[CH2:6]([O:8][C:9](=[O:22])[CH2:10][C:11]1([C:17]([O:19][CH2:20][CH3:21])=[O:18])[CH2:15][CH2:14][CH2:13][C:12]1=O)[CH3:7].Cl.[CH:24]1([C:29]2[CH:44]=[CH:43][C:32]([CH2:33][O:34][C:35]3[CH:40]=[CH:39][C:38]([NH:41]N)=[CH:37][CH:36]=3)=[CH:31][C:30]=2[C:45]([F:48])([F:47])[F:46])[CH2:28][CH2:27][CH2:26][CH2:25]1>CCO>[CH:24]1([C:29]2[CH:44]=[CH:43][C:32]([CH2:33][O:34][C:35]3[CH:40]=[CH:39][C:38]4[NH:41][C:12]5[C:11]([CH2:10][C:9]([O:8][CH2:6][CH3:7])=[O:22])([C:17]([O:19][CH2:20][CH3:21])=[O:18])[CH2:15][CH2:14][C:13]=5[C:37]=4[CH:36]=3)=[CH:31][C:30]=2[C:45]([F:46])([F:47])[F:48])[CH2:25][CH2:26][CH2:27][CH2:28]1 |f:2.3|. Reported procedure: In a 1 L flask was placed EtOH (500 mL). Sulfuric acid (2.4 g, 23.98 mmol) was added at 40° C., followed by ethyl 1-(2-ethoxy-2-oxoethyl)-2-oxocyclopentanecarboxylate (15.2 g, 62.7 mmol). (4-(4-Cyclopentyl-3-(trifluoromethyl)benzyloxy)phenyl)hydrazine hydrochloride (24.0 g, 62.0 mmol) was added and the solution became light yellow and homogenous. The reaction mixture was refluxed overnight with a Dean-Starks condenser attached. The mixture was cooled and extracted in ethyl acetate (3×100 mL). Th... The reactants are O1CCOC2=C1C=CC(=C2)CN(C(OC(C)(C)C)=O)C2CCN(CC2)CCN2C(C=CC1=NC=CC=C21)=O (tert-butyl (2,3-dihydro-1,4-benzodioxin-6-ylmethyl)(1-(2-(2-oxo-1,5-naphthyridin-1(2H)-yl)ethyl)piperidin-4-yl)carbamate), Cl.C(C)(=O)OCC (hydrogen chloride ethyl acetate). Conditions: time 42 hour. Yields the product Cl.O1CCOC2=C1C=CC(=C2)CNC2CCN(CC2)CCN2C(C=CC1=NC=CC=C21)=O (1-(2-(4-((2,3-dihydro-1,4-benzodioxin-6-ylmethyl)amino)piperidin-1-yl)ethyl)-1,5-naphthyridin-2(1H)-one hydrochloride). Reaction SMILES: [O:1]1[C:6]2[CH:7]=[CH:8][C:9]([CH2:11][N:12]([CH:20]3[CH2:25][CH2:24][N:23]([CH2:26][CH2:27][N:28]4[C:37]5[C:32](=[N:33][CH:34]=[CH:35][CH:36]=5)[CH:31]=[CH:30][C:29]4=[O:38])[CH2:22][CH2:21]3)C(=O)OC(C)(C)C)=[CH:10][C:5]=2[O:4][CH2:3][CH2:2]1.[ClH:39].C(OCC)(=O)C>>[ClH:39].[O:1]1[C:6]2[CH:7]=[CH:8][C:9]([CH2:11][NH:12][CH:20]3[CH2:25][CH2:24][N:23]([CH2:26][CH2:27][N:28]4[C:37]5[C:32](=[N:33][CH:34]=[CH:35][CH:36]=5)[CH:31]=[CH:30][C:29]4=[O:38])[CH2:22][CH2:21]3)=[CH:10][C:5]=2[O:4][CH2:3][CH2:2]1 |f:1.2,3.4|. Procedure details: To 0.69 g of tert-butyl (2,3-dihydro-1,4-benzodioxin-6-ylmethyl)(1-(2-(2-oxo-1,5-naphthyridin-1(2H)-yl)ethyl)piperidin-4-yl)carbamate, 25 mL of a 4 mol/L hydrogen chloride/ethyl acetate solution was added, and the mixture was stirred at room temperature for 42 hours. The solvent was distilled off under reduced pressure, a mixed solution of ethyl acetate and ethanol (5:1) was added to the resultant residue, and the solid was filtered off to obtain 0.59 g of 1-(2-(4-((2,3-dihydro-1,4-benzodioxin-6...